From a dataset of the Open Reaction Database (ORD), a public repository of structured organic reaction records. describe an organic reaction: reactants, conditions, products, and yield The reactants are ClCCl, COc1ccc(C(=O)Cl)c(OC)c1, Cl, Nc1nc2ccccc2s1, c1ccncc1. The product is COc1ccc(C(=O)Nc2nc3ccccc3s2)c(OC)c1. As a reaction SMILES: [CH2:25]([Cl:26])[Cl:27].[CH3:11][O:12][c:13]1[c:14]([C:15](=[O:16])[Cl:17])[cH:18][cH:19][c:20]([O:22][CH3:23])[cH:21]1.[ClH:24].[NH2:1][c:2]1[s:3][c:4]2[c:5]([n:6]1)[cH:7][cH:8][cH:9][cH:10]2.[cH:28]1[cH:29][cH:30][n:31][cH:32][cH:33]1>>[NH:1]([c:2]1[s:3][c:4]2[c:5]([n:6]1)[cH:7][cH:8][cH:9][cH:10]2)[C:15]([c:14]1[c:13]([O:12][CH3:11])[cH:21][c:20]([O:22][CH3:23])[cH:19][cH:18]1)=[O:16].